Dataset: the Open Reaction Database (ORD), a public repository of structured organic reaction records. Task: describe an organic reaction: reactants, conditions, products, and yield Starting materials: C=CCCCCCCCCCCCCCCCCC(=O)O, [I-], [Na+]. The product is O=C(O)CCCCCCCCCCCCCCCCCCI. Reaction SMILES: [C:1]([CH2:2][CH2:3][CH2:4][CH2:5][CH2:6][CH2:7][CH2:8][CH2:9][CH2:10][CH2:11][CH2:12][CH2:13][CH2:14][CH2:15][CH2:16][CH2:17][CH:18]=[CH2:19])(=[O:20])[OH:21].[I-:23].[Na+:22]>>[C:1]([CH2:2][CH2:3][CH2:4][CH2:5][CH2:6][CH2:7][CH2:8][CH2:9][CH2:10][CH2:11][CH2:12][CH2:13][CH2:14][CH2:15][CH2:16][CH2:17][CH2:18][CH2:19][I:23])(=[O:20])[OH:21]. Reactants: C(#N)CCCCCC=1N=CN2C1C=CC=C2 (5-cyanopentyl-imidazo[1,5-a]pyridine), [N-]=[N+]=[N-].[Na+] (sodium azide), [Cl-].[Li+] (lithium chloride), [Cl-].[NH4+] (ammonium chloride). Solvent: CN(C=O)C (dimethylformamide). Product: N1N=NN=C1CCCCCC1=CC=CC=2N1C=NC2 (5-[5-(5-tetrazolyl)pentyl]imidazo[1,5-a]pyridine). RXN SMILES: C(CCCCC[C:8]1[N:9]=[CH:10][N:11]2[CH:16]=[CH:15][CH:14]=[CH:13][C:12]=12)#N.[N-:17]=[N+:18]=[N-:19].[Na+].[Cl-].[Li+].[Cl-].[NH4+:24]>CN(C)C=O>[NH:17]1[C:8]([CH2:12][CH2:13][CH2:14][CH2:15][CH2:16][C:16]2[N:11]3[CH:10]=[N:9][CH:8]=[C:12]3[CH:13]=[CH:14][CH:15]=2)=[N:24][N:19]=[N:18]1 |f:1.2,3.4,5.6|. Reported procedure: A solution of 5-(5-cyanopentyl-imidazo[1,5-a]pyridine (5.26 g) in 16 ml of dry dimethylformamide is heated at 120° for 15 hours with sodium azide (2.15 g), lithium chloride (0.2 g) and ammonium chloride (1.80 g). After cooling and filtering, the solvent is evaporated and the residue is dissolved in 50 ml of water, extracted with 25 ml of ethyl acetate and brought to pH=5 with concentrated sulfuric acid. The precipitated solid is filtered, washed with water and dried to yield 5-[5-(5-tetrazolyl)p... Starting materials: C(Cl)(Cl)Cl (chloroform), Cl (HCl), CC(=O)C1=CC=C(C=C1)Br (4-Bromoacetophenone), C(CCC)[Sn](C=1SC=CN1)(CCCC)CCCC (2-(tributylstannyl)thiazole). Reagents/catalysts: Cl[Pd]([P](C1=CC=CC=C1)(C2=CC=CC=C2)C3=CC=CC=C3)([P](C4=CC=CC=C4)(C5=CC=CC=C5)C6=CC=CC=C6)Cl (bis(triphenylphosphine)palladium dichloride). Run in O1CCOCC1 (1,4-dioxane). Run at temperature 90 celsius, time 8 hour. The product is S1C(=NC=C1)C1=CC=C(C=C1)C(C)=O (1-(4-(thiazol-2-yl)phenyl)ethanone). The yield is 126.0%. As a reaction SMILES: [CH3:1][C:2]([C:4]1[CH:9]=[CH:8][C:7](Br)=[CH:6][CH:5]=1)=[O:3].C([Sn](CCCC)(CCCC)[C:16]1[S:17][CH:18]=[CH:19][N:20]=1)CCC.C(Cl)(Cl)Cl.Cl>O1CCOCC1.Cl[Pd](Cl)([P](C1C=CC=CC=1)(C1C=CC=CC=1)C1C=CC=CC=1)[P](C1C=CC=CC=1)(C1C=CC=CC=1)C1C=CC=CC=1>[S:17]1[CH:18]=[CH:19][N:20]=[C:16]1[C:7]1[CH:8]=[CH:9][C:4]([C:2](=[O:3])[CH3:1])=[CH:5][CH:6]=1 |^1:42,61|. Reported procedure: 4-Bromoacetophenone (500 mg, 2.51 mmol) and 2-(tributylstannyl)thiazole (0.948 ml, 3.014 mmol) were dissolved in 1,4-dioxane (8 ml), and bis(triphenylphosphine)palladium dichloride (176 mg), was added to the solution under an argon gas atmosphere. The mixture was stirred at 90° C. for 8 hours. After the reaction solution was cooled to room temperature, chloroform and 1 N—HCl were added to the solution, and the extraction/separation step was carried out. The organic layer was washed with saturate... Starting materials: silicon oil, BrC1=CSC=C1Br (3,4-dibromothiophene), C(C)NCC (diethylamine), C#CCCCCCC (1-octyne), dichlorobis(triphenylphosphine) palladium(II). Reagents/catalysts: [Cu](I)I (copper iodide), C1(=CC=CC=C1)P(C1=CC=CC=C1)C1=CC=CC=C1 (triphenylphosphine). The solvent is 4. Reaction conditions: temperature 60 celsius, time 40 hour. Product: BrC1=CSC=C1C#CCCCCCC (3-bromo-4(oct-1-ynyl)thiophene). Yield: 25.7%. As a reaction SMILES: Br[C:2]1[C:6]([Br:7])=[CH:5][S:4][CH:3]=1.C(NCC)C.[CH:13]#[C:14][CH2:15][CH2:16][CH2:17][CH2:18][CH2:19][CH3:20]>[Cu](I)I.C1(P(C2C=CC=CC=2)C2C=CC=CC=2)C=CC=CC=1>[Br:7][C:6]1[C:2]([C:13]#[C:14][CH2:15][CH2:16][CH2:17][CH2:18][CH2:19][CH3:20])=[CH:3][S:4][CH:5]=1. Procedure details: Into a 250 mL 4 necked RB flask equipped with a magnetic stirring bar, thermometer, rubber septum, argon inlet and reflux condenser with argon outlet (tubed to a silicon oil bubbler) is added 59.4 g (246 mmol) of 3,4-dibromothiophene, 44.0 g of diethylamine, 27.0 g (245 mmol) of 1-octyne, 148 mg of triphenylphosphine, 106 mg of copper iodide and 295 mg dichlorobis(triphenylphosphine) palladium(II). The mixture is heated with a silicon oil bath to 60° C. under argon with stirring for 40 hrs. The ... As a reaction SMILES: [CH3:1][NH:2][C:3](=[O:28])[C@H:4]([CH2:13][C:14]1[CH:19]=[CH:18][C:17]([O:20][CH2:21][C:22]2[CH:27]=[CH:26][CH:25]=[CH:24][CH:23]=2)=[CH:16][CH:15]=1)[NH:5]C(OC(C)(C)C)=O.C(O)(C(F)(F)F)=O.C(Cl)[Cl:37]>>[ClH:37].[CH3:1][NH:2][C:3](=[O:28])[C@H:4]([CH2:13][C:14]1[CH:19]=[CH:18][C:17]([O:20][CH2:21][C:22]2[CH:23]=[CH:24][CH:25]=[CH:26][CH:27]=2)=[CH:16][CH:15]=1)[NH2:5] |f:3.4|. Reported procedure: N-tertiarybutoxycarbonyl-O-benzyl-L-tyrosine N-methylamide (3 g) was added to a mixture of TFA and CH2Cl2 (1:1 100 ml) at room temperature. After 15 minutes volatiles were removed in vacuo and the residue was dissolved in water. Neutralisation with solid sodium bicarbonate, extraction into CH2Cl2 and evaporation of the organic extract in vacuo then gave a solid. Co-evaporation of this with ethereal HCl gave O-benzyl-L-tyrosine N-Methylamide hydrochloride. Yields the product Cl.CNC([C@@H](N)CC1=CC=C(C=C1)OCC1=CC=CC=C1)=O (O-benzyl-L-tyrosine N-Methylamide hydrochloride). Starting materials: CNC([C@@H](NC(=O)OC(C)(C)C)CC1=CC=C(C=C1)OCC1=CC=CC=C1)=O (N-tertiarybutoxycarbonyl-O-benzyl-L-tyrosine N-methylamide), C(=O)(C(F)(F)F)O (TFA), C(Cl)Cl (CH2Cl2). Yield: 33.6%. Reagents/catalysts: C=1C=CC(=CC1)[P](C=2C=CC=CC2)(C=3C=CC=CC3)[Pd]([P](C=4C=CC=CC4)(C=5C=CC=CC5)C=6C=CC=CC6)([P](C=7C=CC=CC7)(C=8C=CC=CC8)C=9C=CC=CC9)[P](C=1C=CC=CC1)(C=1C=CC=CC1)C=1C=CC=CC1 (tetrakis(triphenylphosphine)palladium). RXN SMILES: Br[C:2]1[C:3](=[O:8])[O:4][CH2:5][CH2:6][CH:7]=1.[F:9][C:10]1[CH:11]=[C:12](B(O)O)[CH:13]=[CH:14][C:15]=1[F:16].C(=O)([O-])[O-].[K+].[K+].[F-].[K+]>O1CCCC1.C1C=CC([P]([Pd]([P](C2C=CC=CC=2)(C2C=CC=CC=2)C2C=CC=CC=2)([P](C2C=CC=CC=2)(C2C=CC=CC=2)C2C=CC=CC=2)[P](C2C=CC=CC=2)(C2C=CC=CC=2)C2C=CC=CC=2)(C2C=CC=CC=2)C2C=CC=CC=2)=CC=1.C(OCC)(=O)C.O>[F:9][C:10]1[CH:11]=[C:12]([C:2]2[C:3](=[O:8])[O:4][CH2:5][CH2:6][CH:7]=2)[CH:13]=[CH:14][C:15]=1[F:16] |f:2.3.4,5.6,^1:36,38,57,76|. The solvent is O1CCCC1 (tetrahydrofuran), C(C)(=O)OCC (ethyl acetate), O (water). Product: FC=1C=C(C=CC1F)C=1C(OCCC1)=O (3-(3,4-Difluorophenyl)-5,6-dihydropyran-2-one). Procedure details: A solution of 3-bromo-5,6-dihydropyran-2-one (87.4 g, 0.49mol), 3,4-difluorophenylboronic acid (91.4 g, 0.58 mol), potassium carbonate (99.9 g, 0.72 mol), potassium fluoride (85.4 g, 1.47 mol) and tetrakis(triphenylphosphine)palladium (0) (12 g, 0.01 mol) in tetrahydrofuran (600 ml) was thoroughly degassed and then heated at reflux for 48 hours under an atmosphere of nitrogen. The solution was cooled to room temperature and water (1000 ml) and ethyl acetate (1000 ml) were added. The organic phas... Starting materials: BrC=1C(OCCC1)=O (3-bromo-5,6-dihydropyran-2-one), FC=1C=C(C=CC1F)B(O)O (3,4-difluorophenylboronic acid), C([O-])([O-])=O.[K+].[K+] (potassium carbonate), [F-].[K+] (potassium fluoride). Starting materials: CC1(C)OCc2cc(C3CN(CCCCCCOCCO)C(=O)O3)ccc2O1, Clc1cccc(Cl)c1CBr, [H-], [Na+], O=P([O-])([O-])[O-], CN(C)C=O. The product is CC1(C)OCc2cc(C3CN(CCCCCCOCCOCc4c(Cl)cccc4Cl)C(=O)O3)ccc2O1. As a reaction SMILES: [CH3:1][C:2]1([CH3:28])[O:3][CH2:4][c:5]2[c:6]([cH:8][cH:9][c:10]([CH:12]3[CH2:13][N:14]([CH2:18][CH2:19][CH2:20][CH2:21][CH2:22][CH2:23][O:24][CH2:25][CH2:26][OH:27])[C:15](=[O:17])[O:16]3)[cH:11]2)[O:7]1.[Cl:31][c:32]1[c:33]([CH2:34][Br:35])[c:36]([Cl:40])[cH:37][cH:38][cH:39]1.[H-:29].[Na+:30].[O-:41][P:42](=[O:43])([O-:44])[O-:45].[O:46]=[CH:47][N:48]([CH3:49])[CH3:50]>>[CH3:1][C:2]1([CH3:28])[O:3][CH2:4][c:5]2[c:6]([cH:8][cH:9][c:10]([CH:12]3[CH2:13][N:14]([CH2:18][CH2:19][CH2:20][CH2:21][CH2:22][CH2:23][O:24][CH2:25][CH2:26][O:27][CH2:34][c:33]4[c:32]([Cl:31])[cH:39][cH:38][cH:37][c:36]4[Cl:40])[C:15](=[O:17])[O:16]3)[cH:11]2)[O:7]1. Starting materials: FC(C(=O)O)(F)F.FC(C(=O)O)(F)F.O1CC(C1)N1N=CC(=C1)C1=CC=2N(C(=N1)C=1C=NN(C1)C1(CNC1)CC#N)C=CN2 (2-(3-(4-(7-(1-(Oxetan-3-yl)-1H-pyrazol-4-yl)imidazo[1,2-c]pyrimidin-5-yl)-1H-pyrazol-1-yl)azetidin-3-yl)acetonitrile bis(2,2,2-trifluoroacetate)), FC(S(=O)(=O)OCC(F)F)(F)F (2,2-difluoroethyl trifluoromethanesulfonate), C(C)N(C(C)C)C(C)C (N-ethyl-N-isopropylpropan-2-amine). Run in CN(C)C=O (DMF). Reaction conditions: time 1 hour. Yields the product FC(CN1CC(C1)(N1N=CC(=C1)C1=NC(=CC=2N1C=CN2)C=2C=NN(C2)C2COC2)CC#N)F (2-(1-(2,2-difluoro ethyl)-3-(4-(7-(1-(oxetan-3-yl)-1H-pyrazol-4-yl)imidazo[1,2-c]pyrimidin-5-yl)-1H-pyrazol-1-yl)azetidin-3-yl)acetonitrile). Yield: 12.4%. As a reaction SMILES: [F:1][C:2]([F:7])(F)[C:3](O)=O.FC(F)(F)C(O)=O.[O:15]1[CH2:18][CH:17]([N:19]2[CH:23]=[C:22]([C:24]3[N:29]=[C:28]([C:30]4[CH:31]=[N:32][N:33]([C:35]5([CH2:39][C:40]#[N:41])[CH2:38][NH:37][CH2:36]5)[CH:34]=4)[N:27]4[CH:42]=[CH:43][N:44]=[C:26]4[CH:25]=3)[CH:21]=[N:20]2)[CH2:16]1.FC(F)(F)S(OCC(F)F)(=O)=O.C(N(C(C)C)C(C)C)C>CN(C=O)C>[F:1][CH:2]([F:7])[CH2:3][N:37]1[CH2:36][C:35]([CH2:39][C:40]#[N:41])([N:33]2[CH:34]=[C:30]([C:28]3[N:27]4[CH:42]=[CH:43][N:44]=[C:26]4[CH:25]=[C:24]([C:22]4[CH:21]=[N:20][N:19]([CH:17]5[CH2:16][O:15][CH2:18]5)[CH:23]=4)[N:29]=3)[CH:31]=[N:32]2)[CH2:38]1 |f:0.1.2|. Procedure: 2-(3-(4-(7-(1-(Oxetan-3-yl)-1H-pyrazol-4-yl)imidazo[1,2-c]pyrimidin-5-yl)-1H-pyrazol-1-yl)azetidin-3-yl)acetonitrile bis(2,2,2-trifluoroacetate) (0.080 g, 0.089 mmol), 2,2-difluoroethyl trifluoromethanesulfonate (0.038 g, 0.178 mmol) and N-ethyl-N-isopropylpropan-2-amine (0.093 mL, 0.534 mmol) were suspended in DMF (5 mL) and stirred at ambient temperature for 1 hour. The reaction mixture was partitioned between saturated aqueous NaHCO3 and EtOAc. The combined organic extracts were washed with b... Starting materials: C[O-], CCO, CC1=[SH]CCN1, Cl, [Na+], OC1CNC1. Yields the product OC1CN(C2=[SH]CCN2)C1. Reaction SMILES: [CH3:13][O-:14].[CH3:16][CH2:17][OH:18].[CH3:7][C:8]1=[SH:9][CH2:10][CH2:11][NH:12]1.[ClH:6].[Na+:15].[OH:1][CH:2]1[CH2:3][NH:4][CH2:5]1>>[OH:1][CH:2]1[CH2:3][N:4]([C:8]2=[SH:9][CH2:10][CH2:11][NH:12]2)[CH2:5]1. The reactants are CC1COC=2C=CC=CC2N1C(=O)C(Cl)Cl (benoxacor), [N+](=O)([O-])C1=C(C=CC=C1)O (o-nitrophenol), ClCC(C)=O (chloroacetone). Yields the product [N+](=O)([O-])C1=C(OCC(C)=O)C=CC=C1 (o-nitrophenoxyacetone). Reaction SMILES: CC1N(C(C(Cl)Cl)=O)[C:10]2C=CC=[CH:6][C:5]=2[O:4]C1.[N+:17]([C:20]1[CH:25]=[CH:24][CH:23]=[CH:22][C:21]=1[OH:26])([O-:19])=[O:18].ClCC(=O)C>>[N+:17]([C:20]1[CH:25]=[CH:24][CH:23]=[CH:22][C:21]=1[O:26][CH2:10][C:5](=[O:4])[CH3:6])([O-:19])=[O:18]. Procedure details: The preparation of benoxacor, a safener in the use of herbicides, is a three-stage process: in the first stage, o-nitrophenol is reacted with chloroacetone to give o-nitrophenoxyacetone; in the second stage, the compound is hydrogenated so as to obtain a benzoxazine, which is then acylated. This process is described in EP1283829.